From a dataset of the Open Reaction Database (ORD), a public repository of structured organic reaction records. describe an organic reaction: reactants, conditions, products, and yield Starting materials: C(=O)(O)CN(CC(=O)O)C1=CC(=CC(=C1)C(=O)NCCCCCCCCCC)C(=O)NCCCCCCCCCC (N-(carboxymethyl)-N-[3,5-bis[(decylamino)carbonyl]phenyl]glycine), C(C(C)(C)C)(=O)OCCl (chloromethyl pivalate), 0.04, [I-].[Na+] (sodium iodide). Run in CC(=O)C (acetone). The product is CC(C(OCOC(CN(CC(=O)OCOC(C(C)(C)C)=O)C1=CC(=CC(=C1)C(=O)NCCCCCCCCCC)C(=O)NCCCCCCCCCC)=O)=O)(C)C (N-[3,5-bis[(decylamino)carbonyl]phenyl]-N-[2-[(2,2-dimethyl-1-oxopropoxy)methoxy]-2-oxoethyl]glycine (2,2-dimethyl-1-oxopropoxy)methyl ester). Isolated yield 66.5%. RXN SMILES: [C:1]([CH2:4][N:5]([C:10]1[CH:15]=[C:14]([C:16]([NH:18][CH2:19][CH2:20][CH2:21][CH2:22][CH2:23][CH2:24][CH2:25][CH2:26][CH2:27][CH3:28])=[O:17])[CH:13]=[C:12]([C:29]([NH:31][CH2:32][CH2:33][CH2:34][CH2:35][CH2:36][CH2:37][CH2:38][CH2:39][CH2:40][CH3:41])=[O:30])[CH:11]=1)[CH2:6][C:7]([OH:9])=[O:8])([OH:3])=[O:2].[C:42]([O:48][CH2:49]Cl)(=[O:47])[C:43]([CH3:46])([CH3:45])[CH3:44].[I-].[Na+]>CC(C)=O>[CH3:44][C:43]([CH3:46])([CH3:45])[C:42](=[O:47])[O:48][CH2:49][O:2][C:1](=[O:3])[CH2:4][N:5]([C:10]1[CH:15]=[C:14]([C:16]([NH:18][CH2:19][CH2:20][CH2:21][CH2:22][CH2:23][CH2:24][CH2:25][CH2:26][CH2:27][CH3:28])=[O:17])[CH:13]=[C:12]([C:29]([NH:31][CH2:32][CH2:33][CH2:34][CH2:35][CH2:36][CH2:37][CH2:38][CH2:39][CH2:40][CH3:41])=[O:30])[CH:11]=1)[CH2:6][C:7]([O:9][CH2:49][O:48][C:42](=[O:47])[C:43]([CH3:46])([CH3:45])[CH3:44])=[O:8] |f:2.3|. Procedure: A mixture of 0.1023 g (0.174 mmol) of N-(carboxymethyl)-N-[3,5-bis[(decylamino)carbonyl]phenyl]glycine, 0.12 ml (0.84 mmol) of chloromethyl pivalate, 0.07 ml (0.49 mmol) of triethylamineand 0.04 1 g of sodium iodide in 3 ml of anhydrous acetone was stirred at reflux under argon for 17 hours. The solvent was removed, NaHCO3 solution was added to the residue and the product was extracted with ethylacetate. The dried extract was concentrated to an oil and purified by chromatography on 20 g of silic...